describe an organic reaction: reactants, conditions, products, and yield From a dataset of the Open Reaction Database (ORD), a public repository of structured organic reaction records. Starting materials: CC(=O)[O-], COC(=O)c1ccc(C=O)cc1C, Cl, NO, [Na+], C1CCOC1, O. Product: COC(=O)c1ccc(C=NO)cc1C. As a reaction SMILES: [CH3:18][C:19](=[O:20])[O-:21].[CH:1](=[O:2])[c:3]1[cH:4][c:5]([CH3:13])[c:6]([C:7](=[O:8])[O:9][CH3:10])[cH:11][cH:12]1.[ClH:14].[NH2:15][OH:16].[Na+:17].[O:22]1[CH2:23][CH2:24][CH2:25][CH2:26]1.[OH2:27]>>[CH:1]([c:3]1[cH:4][c:5]([CH3:13])[c:6]([C:7](=[O:8])[O:9][CH3:10])[cH:11][cH:12]1)=[N:15][OH:16]. Starting materials: C1CCOC1, CI, [H-], [Na+], C=C1CN(C(=O)OC(C)(C)C)CC1O. The product is C=C1CN(C(=O)OC(C)(C)C)CC1OC. As a reaction SMILES: [CH2:19]1[O:20][CH2:21][CH2:22][CH2:23]1.[CH3:17][I:18].[H-:16].[Na+:15].[OH:1][CH:2]1[CH2:3][N:4]([C:8](=[O:9])[O:10][C:11]([CH3:12])([CH3:13])[CH3:14])[CH2:5][C:6]1=[CH2:7]>>[O:1]([CH:2]1[CH2:3][N:4]([C:8](=[O:9])[O:10][C:11]([CH3:12])([CH3:13])[CH3:14])[CH2:5][C:6]1=[CH2:7])[CH3:17]. Starting materials: Cl.ClC1=CC=C(C=C1)NN (4-chlorophenylhydrazine hydrochloride), ClC=1C=C2C(=CN(C2=CC1)CCC=1C=NC(=NC1)C(F)(F)F)CCNC (2-(5-chloro-1-(2-(2-(trifluoromethyl)pyrimidin-5-yl)ethyl)-1H-indol-3-yl)-N-methylethanamine), C(C)OC(CCCNC)OCC (4,4-diethoxy-N-methylbutan-1-amine), C(=O)(C(F)(F)F)O (TFA), BrCCC=1C=NC(=NC1)C(F)(F)F (5-(2-bromoethyl)-2-(trifluoromethyl)pyrimidine), ClC1=CC=C(C=C1)N(N)CCC=1C=NC(=NC1)C(F)(F)F (1-(4-chlorophenyl)-1-(2-(2-(trifluoromethyl)pyrimidin-5-yl)ethyl)hydrazine), C=O (formaldehyde). Solvent: C(C)#N (acetonitrile), C(C)N(CC)CC (triethylamine). The product is ClC=1C=C2C3=C(N(C2=CC1)CCC=1C=NC(=NC1)C(F)(F)F)CN(CC3)C (6-chloro-9-(2-(2-(trifluoromethyl)pyrimidin-5-yl)ethyl)-2,3,4,9-tetrahydro-2-methyl-1H-pyrido[3,4-b]indole). RXN SMILES: Cl.ClC1C=CC(NN)=CC=1.BrCCC1C=NC(C(F)(F)F)=NC=1.[Cl:24][C:25]1[CH:30]=[CH:29][C:28]([N:31]([CH2:33][CH2:34][C:35]2[CH:36]=[N:37][C:38]([C:41]([F:44])([F:43])[F:42])=[N:39][CH:40]=2)N)=[CH:27][CH:26]=1.C(OC(OCC)CCCNC)C.ClC1C=C2[C:64](=CC=1)[N:63]([CH2:67][CH2:68][C:69]1[CH:70]=NC(C(F)(F)F)=NC=1)[CH:62]=C2CCNC.C=O.C(O)(C(F)(F)F)=O>C(#N)C.C(N(CC)CC)C>[Cl:24][C:25]1[CH:30]=[C:29]2[C:28](=[CH:27][CH:26]=1)[N:31]([CH2:33][CH2:34][C:35]1[CH:36]=[N:37][C:38]([C:41]([F:44])([F:43])[F:42])=[N:39][CH:40]=1)[C:70]1[CH2:64][N:63]([CH3:62])[CH2:67][CH2:68][C:69]2=1 |f:0.1|. Procedure: The title compound is prepared by following General Methods 1, 3 and 4 using 4-chlorophenylhydrazine hydrochloride, 5-(2-bromoethyl)-2-(trifluoromethyl)pyrimidine, and triethylamine (General Method 1), 1-(4-chlorophenyl)-1-(2-(2-(trifluoromethyl)pyrimidin-5-yl)ethyl)hydrazine and 4,4-diethoxy-N-methylbutan-1-amine (General Method 3) and 2-(5-chloro-1-(2-(2-(trifluoromethyl)pyrimidin-5-yl)ethyl)-1H-indol-3-yl)-N-methylethanamine, formaldehyde and TFA in acetonitrile (General Method 4).